Dataset: the Open Reaction Database (ORD), a public repository of structured organic reaction records. Task: describe an organic reaction: reactants, conditions, products, and yield Reactants: [OH-].[K+] (KOH), CC1(OB(OC1(C)C)C1=CC=C(C=C1)N1CCN(CC1)C(=O)OC(C)(C)C)C (tert-butyl 4-[4-(4,4,5,5-tetramethyl-1,3,2-dioxaborolan-2-yl)phenyl]piperazine-1-carboxylate), trans-bis(tricyclohexylphosphine)palladium(II) dichloride, O (water), BrC1=NN(C=2C=NC=3C=C(C(=CC3C21)OC)OC)C (1-Bromo-7,8-dimethoxy-3-methyl-3H-pyrazolo[3,4-c]quinoline), O (water). Run in O1CCOCC1 (dioxane). Reaction conditions: temperature 110 celsius, time 15 minute. Product: C1=NNC=2C=NC=3C=CC=CC3C21 (3H-pyrazolo[3,4-c]quinoline). Isolated yield 59.1%. Reaction SMILES: Br[C:2]1[C:14]2[C:13]3[CH:12]=[C:11](OC)[C:10](OC)=[CH:9][C:8]=3[N:7]=[CH:6][C:5]=2[N:4](C)[N:3]=1.[OH-].[K+].CC1(C)C(C)(C)OB(C2C=CC(N3CCN(C(OC(C)(C)C)=O)CC3)=CC=2)O1.O>O1CCOCC1>[CH:2]1[C:14]2[C:13]3[CH:12]=[CH:11][CH:10]=[CH:9][C:8]=3[N:7]=[CH:6][C:5]=2[NH:4][N:3]=1 |f:1.2|. Procedure details: 1-Bromo-7,8-dimethoxy-3-methyl-3H-pyrazolo[3,4-c]quinoline (30 mg, 93 μmol) is dissolved in dioxane (1.0 ml) under argon. KOH (5.2 mg, 93 μmol), tert-butyl 4-[4-(4,4,5,5-tetramethyl-1,3,2-dioxaborolan-2-yl)phenyl]piperazine-1-carboxylate (83 mg, 214 μmol), trans-bis(tricyclohexylphosphine)palladium(II) dichloride (10.4 mg, 14 μmol) and water (50 μl) are subsequently added. The reaction suspension is subsequently heated at 110° C. (microwave) for 90 min. The mixture is subsequently poured into wa... Starting materials: Br[C@@H]1[C@H](C[C@@H]2CC[C@H]3[C@@H]4CC[C@@H]([C@@]4(C)CC([C@@H]3[C@]2(C1)C)=O)C(=O)OC)O (2β-bromo-3α-hydroxy-17β-methoxycarbonyl-5α-androstan-11-one), [Br-].[Li+] (lithium bromide), C([O-])([O-])=O.[Ca+2] (calcium carbonate), O1CCCC=C1 (dihydropyran), C1(=CC=C(C=C1)S(=O)(=O)O)C (p-toluenesulphonic acid). Solvent: CC(=O)N(C)C (dimethylacetamide), C1=CC=CC=C1 (benzene). Product: O[C@H]1C[C@@H]2CC[C@H]3[C@@H]4CC[C@@H]([C@@]4(C)CC([C@@H]3[C@]2(C=C1)C)=O)C(=O)OC (3α-Hydroxy-17β-methoxycarbonyl-5α-androst-1-en-11-one). As a reaction SMILES: Br[C@H:2]1[CH2:19][C@@:18]2([CH3:20])[C@@H:5]([CH2:6][CH2:7][C@@H:8]3[C@@H:17]2[C:16](=[O:21])[CH2:15][C@@:13]2([CH3:14])[C@H:9]3[CH2:10][CH2:11][C@@H:12]2[C:22]([O:24][CH3:25])=[O:23])[CH2:4][C@@H:3]1[OH:26].O1C=CCCC1.C1(C)C=CC(S(O)(=O)=O)=CC=1.[Br-].[Li+].C(=O)([O-])[O-].[Ca+2]>C1C=CC=CC=1.CC(N(C)C)=O>[OH:26][C@@H:3]1[CH:2]=[CH:19][C@@:18]2([CH3:20])[C@@H:5]([CH2:6][CH2:7][C@@H:8]3[C@@H:17]2[C:16](=[O:21])[CH2:15][C@@:13]2([CH3:14])[C@H:9]3[CH2:10][CH2:11][C@@H:12]2[C:22]([O:24][CH3:25])=[O:23])[CH2:4]1 |f:3.4,5.6|. Procedure: A solution of 2β-bromo-3α-hydroxy-17β-methoxycarbonyl-5α-androstan-11-one. (3.48g.,), dihydropyran (8 ml.) and p-toluenesulphonic acid (60 mg.) in benzene (150 ml.) was stirred at room temperature for 15 minutes before being washed with aqueous 10% sodium bicarbonate and water. The benzene solution was dried and evaporated to give a gum which was dissolved in dimethylacetamide (120 ml.). After the addition of anhydrous lithium bromide (14.4g.) and calcium carbonate (11.2g.) the mixture was heate... Reactants: Cl (HCl), Cl (hydrochloride), CN(C(C)C1NCCCC1)C (2-(1-dimethylaminoethyl) piperidine), ClC=1C=C(C=CC1Cl)CC(=O)O (3,4-dichlorophenylacetic acid), C1(CCCCC1)N=C=NC1CCCCC1 (dicyclohexylcarbodiimide). Solvent: C(Cl)Cl (CH2Cl2), C(Cl)Cl (CH2Cl2), CCOCC (ether), CC(=O)C (acetone). Conditions: time 48 hour. The product is Cl.ClC=1C=C(C=CC1Cl)CC(=O)N1C(CCCC1)C(C)N(C)C (1-(3,4-dichlorophenylacetyl)-2-(1-dimethylaminoethyl)piperidine hydrochloride). RXN SMILES: [CH3:1][N:2]([CH3:11])[CH:3]([CH:5]1[CH2:10][CH2:9][CH2:8][CH2:7][NH:6]1)[CH3:4].[Cl:12][C:13]1[CH:14]=[C:15]([CH2:20][C:21](O)=[O:22])[CH:16]=[CH:17][C:18]=1[Cl:19].C1(N=C=NC2CCCCC2)CCCCC1.Cl>CC(C)=O.CCOCC.C(Cl)Cl>[ClH:12].[Cl:12][C:13]1[CH:14]=[C:15]([CH2:20][C:21]([N:6]2[CH2:7][CH2:8][CH2:9][CH2:10][CH:5]2[CH:3]([N:2]([CH3:1])[CH3:11])[CH3:4])=[O:22])[CH:16]=[CH:17][C:18]=1[Cl:19] |f:7.8|. Reported procedure: Gr 1.6 (moles 0.01) of 2-(1-dimethylaminoethyl) piperidine and gr2.25 (moles 0.011) of 3,4-dichlorophenylacetic acid, dissolved in 20 ml. of CH2Cl2 were added with gr.3.1 (moles 0.015) of dicyclohexylcarbodiimide dissolved in 20 ml. of CH2Cl2. After 48 hours standing, the reaction mixture was worked up as in Ex. No 1 C) giving 2.8 g. of oily mixture of diastereoisomers. This was chromatographed on g.60 of silicagel, eluting with CH2Cl2 containing increasing amounts of methanol (0.2% to 1%). The ... Starting materials: C#Cc1ccc(C)c(C(=O)c2ccc(Nc3ccc(F)cc3F)cc2Cl)c1, COc1ccc(C#C[Si](C)(C)C)cc1C(=O)c1ccc(Nc2ccc(F)cc2F)cc1Cl. The product is C#Cc1ccc(OC)c(C(=O)c2ccc(Nc3ccc(F)cc3F)cc2Cl)c1. RXN SMILES: [Cl:1][c:2]1[cH:3][c:4]([NH:5][c:6]2[cH:7][cH:8][c:9]([F:10])[cH:11][c:12]2[F:13])[cH:14][cH:15][c:16]1[C:17]([c:18]1[cH:19][c:20]([C:21]#[CH:22])[cH:23][cH:24][c:25]1[CH3:26])=[O:27].[Cl:28][c:29]1[c:30]([C:44](=[O:45])[c:46]2[c:47]([O:58][CH3:59])[cH:48][cH:49][c:50]([C:52]#[C:53][Si:54]([CH3:55])([CH3:56])[CH3:57])[cH:51]2)[cH:31][cH:32][c:33]([NH:35][c:36]2[c:37]([F:43])[cH:38][c:39]([F:42])[cH:40][cH:41]2)[cH:34]1>>[Cl:28][c:29]1[c:30]([C:44](=[O:45])[c:46]2[c:47]([O:58][CH3:59])[cH:48][cH:49][c:50]([C:52]#[CH:53])[cH:51]2)[cH:31][cH:32][c:33]([NH:35][c:36]2[c:37]([F:43])[cH:38][c:39]([F:42])[cH:40][cH:41]2)[cH:34]1.